From a dataset of the Open Reaction Database (ORD), a public repository of structured organic reaction records. describe an organic reaction: reactants, conditions, products, and yield The reactants are COC1=CC=C(C=C1)C1(CCC2(OCCO2)CC1)N(C)C ([8-(4-methoxy-phenyl)-1,4-dioxa-spiro[4.5]dec-8-yl]-dimethylamine), OS(=O)(=O)O (H2SO4). The solvent is CCOCC (ether). Conditions: time 2 day. The product is CN(C1(CCC(CC1)=O)C1=CC=C(C=C1)OC)C (4-dimethylamino-4-(4-methoxy-phenyl)-cyclohexanone). As a reaction SMILES: [CH3:1][O:2][C:3]1[CH:8]=[CH:7][C:6]([C:9]2([N:19]([CH3:21])[CH3:20])[CH2:18][CH2:17][C:12]3(OCC[O:13]3)[CH2:11][CH2:10]2)=[CH:5][CH:4]=1.OS(O)(=O)=O>CCOCC>[CH3:20][N:19]([CH3:21])[C:9]1([C:6]2[CH:5]=[CH:4][C:3]([O:2][CH3:1])=[CH:8][CH:7]=2)[CH2:18][CH2:17][C:12](=[O:13])[CH2:11][CH2:10]1. Procedure: The title compound from step 1 (6.80 g, 23 mmol) was dissolved in ether (100 mL), mixed with 5% H2SO4 (100 mL) and the solution vigorously stirred for 2 d at RT. The phases were separated and the ether phase discarded. The aqueous phase was made alkaline with 5N NaOH with ice cooling and extracted three times with ether, the combined organic phases were then washed with water, dried over Na2SO4 and concentrated to low volume in a vacuum. The reactants are CN1CCCC1=O, ClC(Cl)Cl, Cc1c(F)c(F)nc(F)c1F, NCc1ccccc1. Product: Cc1c(F)c(F)nc(NCc2ccccc2)c1F. As a reaction SMILES: [CH3:1][N:2]1[CH2:3][CH2:4][CH2:5][C:6]1=[O:7].[CH:27]([Cl:28])([Cl:29])[Cl:30].[F:8][c:9]1[n:10][c:11]([F:18])[c:12]([F:17])[c:13]([CH3:16])[c:14]1[F:15].[NH2:19][CH2:20][c:21]1[cH:22][cH:23][cH:24][cH:25][cH:26]1>>[c:9]1([NH:19][CH2:20][c:21]2[cH:22][cH:23][cH:24][cH:25][cH:26]2)[n:10][c:11]([F:18])[c:12]([F:17])[c:13]([CH3:16])[c:14]1[F:15].